describe an organic reaction: reactants, conditions, products, and yield From a dataset of the Open Reaction Database (ORD), a public repository of structured organic reaction records. Reactants: COC(C1=C(C=C(C=C1)N)OC)=O (4-amino-2-methoxy benzoic acid methyl ester), [Li+].[OH-] (LiOH), Cl (HCl). The solvent is C1CCOC1.O (THF H2O). The product is NC1=CC(=C(C(=O)O)C=C1)OC (4-Amino-2-methoxy benzoic acid). The yield is 72.2%. As a reaction SMILES: C[O:2][C:3](=[O:13])[C:4]1[CH:9]=[CH:8][C:7]([NH2:10])=[CH:6][C:5]=1[O:11][CH3:12].[Li+].[OH-].Cl>C1COCC1.O>[NH2:10][C:7]1[CH:8]=[CH:9][C:4]([C:3]([OH:13])=[O:2])=[C:5]([O:11][CH3:12])[CH:6]=1 |f:1.2,4.5|. Procedure: To a solution of 4-amino-2-methoxy benzoic acid methyl ester (5 g; 27 mmol) in THF/H2O (125 mL/25 mL) was added LiOH (4.8 g; 200 mmol) and the slurry was refluxed for 3.5 hours. The reaction mixture was neutralized using 4 M HCl (aq) and the resulting precipitate isolated by filtration and washed with H2O (2×15 mL) to give 3.26 g (80%) of an off-white solid. Mp. 144-146° C. The reactants are [Na] (sodium), [Na] (sodium), C(C)O (ethanol), ClC=1C=NC=CC1C#N (3-chloro-4-cyanopyridine). Run at time 24 hour. Yields the product C(C)OC=1C=NC=CC1C#N (3-ethoxy-4-cyanopyridine). Isolated yield 62.0%. RXN SMILES: [Na].Cl[C:3]1[CH:4]=[N:5][CH:6]=[CH:7][C:8]=1[C:9]#[N:10].[CH2:11]([OH:13])[CH3:12]>>[CH2:11]([O:13][C:3]1[CH:4]=[N:5][CH:6]=[CH:7][C:8]=1[C:9]#[N:10])[CH3:12] |^1:0|. Reported procedure: A mixture of sodium metal (1.4 g, 0.06 mol) and ethanol (10 ml) was stirred until all of the sodium metal had dissolved and the solvent was removed in vacuo. The residue was placed under argon, and DMF (50 ml), followed by 3-chloro-4-cyanopyridine (6.95 g, 0.05 mol) were added at 5° C. The mixture was warmed to room temperature and stirred for 24 hours. The solvent was removed in vacuo and the residue was treated with dichloromethane and filtered. The filtrate was removed in vacuo, the residue w...